This data is from the Open Reaction Database (ORD), a public repository of structured organic reaction records. The task is: describe an organic reaction: reactants, conditions, products, and yield The reactants are CC(C)(O)C1=C(C=CC=C1F)C1=NC=CC2=CC=CC=C12 (1-[2-(1-methyl-1-hydroxyethyl)-3-fluorophenyl]isoquinoline), OS(=O)(=O)O (H2SO4), ice, [OH-].[Na+] (NaOH). The solvent is ClC1=C(C=CC=C1)Cl (o-dichlorobenzene). Run at time 60 minute. Product: CC1(C=2C=3C(=CC=NC3C3=C1C(=CC=C3)F)C=CC2)C (7,7-Dimethyl-8-fluorodibenzo[de,h]quinoline). Isolated yield 75.5%. As a reaction SMILES: [CH3:1][C:2]([C:5]1[C:10]([F:11])=[CH:9][CH:8]=[CH:7][C:6]=1[C:12]1[C:21]2[C:16](=[CH:17][CH:18]=[CH:19][CH:20]=2)[CH:15]=[CH:14][N:13]=1)(O)[CH3:3].OS(O)(=O)=O.[OH-].[Na+]>ClC1C=CC=CC=1Cl>[CH3:1][C:2]1([CH3:3])[C:5]2[C:10]([F:11])=[CH:9][CH:8]=[CH:7][C:6]=2[C:12]2[N:13]=[CH:14][CH:15]=[C:16]3[CH:17]=[CH:18][CH:19]=[C:20]1[C:21]=23 |f:2.3|. Procedure details: 26.1 g (92.82 mmol) of 1-[2-(1-methyl-1-hydroxyethyl)-3-fluorophenyl]isoquinoline were added to a mixture at 150° C. of 260 ml of o-dichlorobenzene and 104.2 ml of H2SO4, and stirred for 60 min. The reaction solution was subsequently poured onto 1000 ml of ice and adjusted cautiously to pH=12 with solid NaOH with ice cooling. Subsequently, the mixture was extracted with 500 ml of dichloromethane, dried over MgSO4 and concentrated under reduced pressure. The crude product was dissolved in 100 ml ...